Dataset: the Open Reaction Database (ORD), a public repository of structured organic reaction records. Task: describe an organic reaction: reactants, conditions, products, and yield Reactants: ClC1=NC=CC=C1C(=O)NC1=CC(=CC=C1)C(F)(F)F (2-chloro-N-[3(trifluoromethyl)phenyl]-3-pyridinecarboxamide), N1=CC=C(C=C1)CN (4-pyridinemethanamine). Solvent: C(C)(=O)OCC (ethyl acetate). Reaction conditions: temperature 150 celsius, time 16 hour. The product is N1=CC=C(C=C1)CNC1=NC=CC=C1C(=O)NC1=CC(=CC=C1)C(F)(F)F (2-[(4-Pyridyl)methylamino]-N-[3-(trifluoromethyl)phenyl]-3-pyridinecarboxamide). RXN SMILES: Cl[C:2]1[C:7]([C:8]([NH:10][C:11]2[CH:16]=[CH:15][CH:14]=[C:13]([C:17]([F:20])([F:19])[F:18])[CH:12]=2)=[O:9])=[CH:6][CH:5]=[CH:4][N:3]=1.[N:21]1[CH:26]=[CH:25][C:24]([CH2:27][NH2:28])=[CH:23][CH:22]=1>C(OCC)(=O)C>[N:21]1[CH:26]=[CH:25][C:24]([CH2:27][NH:28][C:2]2[C:7]([C:8]([NH:10][C:11]3[CH:16]=[CH:15][CH:14]=[C:13]([C:17]([F:20])([F:19])[F:18])[CH:12]=3)=[O:9])=[CH:6][CH:5]=[CH:4][N:3]=2)=[CH:23][CH:22]=1. Procedure details: A mixture of intermediate 1a (6.00 g, 20 mmol) and 4-pyridinemethanamine (30 mL) is stirred at 150° C. for 16 hours under an argon atmosphere. The cooled mixture is diluted with ethyl acetate (100 mL) and extracted with a saturated aqueous solution of sodium hydrogen carbonate (100 mL), followed by water (4×50 mL) and saturated aqueous sodium chloride (50 mL). The ethyl acetate solution is dried (Na2SO4), filtered and the solvent is evaporated off under reduced pressure to yield the crude produc... Reactants: Cl (hydrochloric acid), C(C)(=O)C1C2=C(NCCC1)SC(=N2)C=2OC1=C(C2)C=C(C=C1)OCC1=C(C=CC=C1)CC1=NN=NN1 (5-{2-[2-(8-acetyl-4,5,6,7-tetrahydro-8H-thiazolo[5,4-b]azepin-2-yl)benzofuran-5-yloxymethyl]phenylmethyl}-1H-tetrazole), [OH-].[Na+] (sodium hydroxide), O (Water). Solvent: C(C)O (ethanol). Product: N1=C(SC=2NCCCCC21)C=2OC1=C(C2)C=C(C=C1)OCC1=C(C=CC=C1)CC1=NN=NN1 (5-{2-[2-(4,5,6,7-tetrahydro-8H-thiazolo[5,4-b]azepin-2-yl)benzofuran-5-yloxymethyl]phenylmethyl}-1H-tetrazole). Yield: 58.8%. Reaction SMILES: C([CH:4]1[CH2:10][CH2:9][CH2:8][NH:7][C:6]2[S:11][C:12]([C:14]3[O:15][C:16]4[CH:22]=[CH:21][C:20]([O:23][CH2:24][C:25]5[CH:30]=[CH:29][CH:28]=[CH:27][C:26]=5[CH2:31][C:32]5[NH:36][N:35]=[N:34][N:33]=5)=[CH:19][C:17]=4[CH:18]=3)=[N:13][C:5]1=2)(=O)C.[OH-].[Na+].O.Cl>C(O)C>[N:13]1[C:5]2[CH2:4][CH2:10][CH2:9][CH2:8][NH:7][C:6]=2[S:11][C:12]=1[C:14]1[O:15][C:16]2[CH:22]=[CH:21][C:20]([O:23][CH2:24][C:25]3[CH:30]=[CH:29][CH:28]=[CH:27][C:26]=3[CH2:31][C:32]3[NH:33][N:34]=[N:35][N:36]=3)=[CH:19][C:17]=2[CH:18]=1 |f:1.2|. Procedure details: A mixture of 5-{2-[2-(8-acetyl-4,5,6,7-tetrahydro-8H-thiazolo[5,4-b]azepin-2-yl)benzofuran-5-yloxymethyl]phenylmethyl}-1H-tetrazole (65 mg) and 2N aqueous sodium hydroxide (0.65 ml) in ethanol (6 ml) was stirred under reflux for 4 hours. After being cooled, the resulting mixture was concentrated under reduced pressure to give residue. Water was added to the residue and adjusted to pH 3 with diluted aqueous hydrochloric acid. The appeared precipitates were collected by filtration and washed with ... Reactants: C1CCOC1, [CH2]C, CCOC(C)=O, CC(=O)c1ccccc1, Cl. Product: CCOC(=O)CC(C)(O)c1ccccc1. As a reaction SMILES: [CH2:19]1[O:20][CH2:21][CH2:22][CH2:23]1.[CH2:1][CH3:2].[CH3:13][CH2:14][O:15][C:16]([CH3:17])=[O:18].[CH3:3][C:4](=[O:5])[c:6]1[cH:7][cH:8][cH:9][cH:10][cH:11]1.[ClH:12]>>[CH3:3][C:4]([OH:5])([c:6]1[cH:7][cH:8][cH:9][cH:10][cH:11]1)[CH2:17][C:16]([O:15][CH2:14][CH3:13])=[O:18]. Reactants: C(C)OC(CCC1=CC(=C(C=C1)NC(=O)C=1C(=CC=CC1)C1=CC=C(C=C1)C(F)(F)F)C(N(C)C)=O)=O (3-{3-Dimethylcarbamoyl-4-[(4′-trifluoromethylbiphenyl-2-carbonyl)amino]phenyl}propionic acid ethyl ester), [OH-].[Na+] (sodium hydroxide). Solvent: C(C)O (ethanol). Run at time 2 hour. The product is CN(C(=O)C=1C=C(C=CC1NC(=O)C=1C(=CC=CC1)C1=CC=C(C=C1)C(F)(F)F)CCC(=O)O)C (3-{3-Dimethylcarbamoyl-4-[(4′-trifluoromethylbiphenyl-2-carbonyl)amino]phenyl}propionic acid). Isolated yield 92.9%. As a reaction SMILES: C([O:3][C:4](=[O:37])[CH2:5][CH2:6][C:7]1[CH:12]=[CH:11][C:10]([NH:13][C:14]([C:16]2[C:17]([C:22]3[CH:27]=[CH:26][C:25]([C:28]([F:31])([F:30])[F:29])=[CH:24][CH:23]=3)=[CH:18][CH:19]=[CH:20][CH:21]=2)=[O:15])=[C:9]([C:32](=[O:36])[N:33]([CH3:35])[CH3:34])[CH:8]=1)C.[OH-].[Na+]>C(O)C>[CH3:35][N:33]([CH3:34])[C:32]([C:9]1[CH:8]=[C:7]([CH2:6][CH2:5][C:4]([OH:37])=[O:3])[CH:12]=[CH:11][C:10]=1[NH:13][C:14]([C:16]1[C:17]([C:22]2[CH:27]=[CH:26][C:25]([C:28]([F:31])([F:29])[F:30])=[CH:24][CH:23]=2)=[CH:18][CH:19]=[CH:20][CH:21]=1)=[O:15])=[O:36] |f:1.2|. Procedure: 3-{3-Dimethylcarbamoyl-4-[(4′-trifluoromethylbiphenyl-2-carbonyl)amino]phenyl}propionic acid ethyl ester (0.843 g) was dissolved in ethanol (4 mL), and 4N aqueous sodium hydroxide (1 mL) was added thereto. The mixture was stirred at room temperature for 2 hours, concentrated, acidified with 1N hydrochloric acid, and extracted with ethyl acetate. The extract was washed with water and concentrated to give the title compound (0.740 g) as a colorless solid. Reactants: C([O-])([O-])=O.[Na+].[Na+] (sodium carbonate), C(C=C)(=O)NC(C(=O)O)O (acrylamidoglycolic acid), C1=CC=CC=2SC3=CC=CC=C3NC12 (phenothiazine), S(O)(O)(=O)=O (sulfuric acid), CO (methanol). Solvent: C(Cl)(Cl)Cl (chloroform). Run at temperature 40 celsius, time 16 hour. Yields the product 264.2, COC(C(=O)OC)NC(C=C)=O (Methyl Acrylamidoglycolate Methyl Ether). As a reaction SMILES: [C:1]([NH:5][CH:6](O)[C:7]([OH:9])=[O:8])(=[O:4])[CH:2]=[CH2:3].[CH:11]1C2NC3C(=CC=CC=3)SC=2C=CC=1.S(=O)(=O)(O)O.C(=O)([O-])[O-].[Na+].[Na+].[CH3:36][OH:37]>C(Cl)(Cl)Cl>[CH3:36][O:37][CH:6]([NH:5][C:1](=[O:4])[CH:2]=[CH2:3])[C:7]([O:9][CH3:11])=[O:8] |f:3.4.5|. Procedure details: To a three-necked flask equipped with a stirrer and an extractor filled with a molecular sieve drying agent was added 300 parts acrylamidoglycolic acid, 3000 parts methanol, 0.05 parts phenothiazine, 4.5 parts 98% sulfuric acid and 200 parts chloroform. The mixture was heated to reflux and the distillate was allowed to pass through the extractor for 61/2 hours. The mixture was cooled and allowed to stand for 16 hours at which point the mixture was warmed to about 40° C., 19 g of sodium carbonate... Reactants: C1CCOC1, CC(C)(C)[O-], CC(C)OC(C)C, O=C(Cl)OCc1ccccc1, CCC(CC(N)=O)Nc1ccc(C(F)(F)F)cc1, [Li+]. The product is CCC(CC(=O)NC(=O)OCc1ccccc1)Nc1ccc(C(F)(F)F)cc1. RXN SMILES: [CH2:43]1[O:44][CH2:45][CH2:46][CH2:47]1.[CH3:37][C:38]([CH3:39])([O-:40])[CH3:41].[CH:19]([O:20][CH:21]([CH3:22])[CH3:23])([CH3:24])[CH3:25].[Cl:26][C:27](=[O:28])[O:29][CH2:30][c:31]1[cH:32][cH:33][cH:34][cH:35][cH:36]1.[F:1][C:2]([c:3]1[cH:4][cH:5][c:6]([NH:9][CH:10]([CH2:11][C:12](=[O:13])[NH2:14])[CH2:15][CH3:16])[cH:7][cH:8]1)([F:17])[F:18].[Li+:42]>>[F:1][C:2]([c:3]1[cH:4][cH:5][c:6]([NH:9][CH:10]([CH2:11][C:12](=[O:13])[NH:14][C:27](=[O:28])[O:29][CH2:30][c:31]2[cH:32][cH:33][cH:34][cH:35][cH:36]2)[CH2:15][CH3:16])[cH:7][cH:8]1)([F:17])[F:18].